Task: describe an organic reaction: reactants, conditions, products, and yield. Dataset: the Open Reaction Database (ORD), a public repository of structured organic reaction records Reactants: CC(C)(C)[Si](C)(C)OCC(CC(=O)OCc1ccccc1)NC(=O)C1CCCC2CC=CCC(NC(=O)c3ccc4ccccc4c3)C(=O)N21, CO, [Na+], [OH-], O. The product is CC(C)(C)[Si](C)(C)OCC(CC(=O)O)NC(=O)C1CCCC2CC=CCC(NC(=O)c3ccc4ccccc4c3)C(=O)N21. Reaction SMILES: [CH2:1]([c:2]1[cH:3][cH:4][cH:5][cH:6][cH:7]1)[O:8][C:9]([CH2:10][CH:11]([CH2:12][O:13][Si:14]([CH3:15])([CH3:16])[C:17]([CH3:18])([CH3:19])[CH3:20])[NH:21][C:22](=[O:23])[CH:24]1[CH2:25][CH2:26][CH2:27][CH:28]2[N:29]1[C:30](=[O:49])[CH:31]([NH:36][C:37](=[O:38])[c:39]1[cH:40][c:41]3[cH:42][cH:43][cH:44][cH:45][c:46]3[cH:47][cH:48]1)[CH2:32][CH:33]=[CH:34][CH2:35]2)=[O:50].[CH3:52][OH:53].[Na+:55].[OH-:54].[OH2:51]>>[O:8]=[C:9]([CH2:10][CH:11]([CH2:12][O:13][Si:14]([CH3:15])([CH3:16])[C:17]([CH3:18])([CH3:19])[CH3:20])[NH:21][C:22](=[O:23])[CH:24]1[CH2:25][CH2:26][CH2:27][CH:28]2[N:29]1[C:30](=[O:49])[CH:31]([NH:36][C:37](=[O:38])[c:39]1[cH:40][c:41]3[cH:42][cH:43][cH:44][cH:45][c:46]3[cH:47][cH:48]1)[CH2:32][CH:33]=[CH:34][CH2:35]2)[OH:50]. The reactants are FC1=C(C=CC=C1)CNCCC(C1=CC=CC=C1)O (N-(2-fluorophenylmethyl)-3-hydroxy-3-phenylpropylamine), [H-].[Na+] (sodium hydride). Run in CS(=O)C (dimethylsulphoxide). Reaction conditions: temperature 50 celsius, time 24 hour. The product is C1(=CC=CC=C1)C1OC2=C(CNCC1)C=CC=C2 (2-Phenyl-2,3,4,5-tetrahydro-[6H]-1,5-benzoxazocine). The yield is 40.9%. RXN SMILES: F[C:2]1[CH:7]=[CH:6][CH:5]=[CH:4][C:3]=1[CH2:8][NH:9][CH2:10][CH2:11][CH:12]([OH:19])[C:13]1[CH:18]=[CH:17][CH:16]=[CH:15][CH:14]=1.[H-].[Na+]>CS(C)=O>[C:13]1([CH:12]2[CH2:11][CH2:10][NH:9][CH2:8][C:3]3[CH:4]=[CH:5][CH:6]=[CH:7][C:2]=3[O:19]2)[CH:18]=[CH:17][CH:16]=[CH:15][CH:14]=1 |f:1.2|. Procedure: A mixture of N-(2-fluorophenylmethyl)-3-hydroxy-3-phenylpropylamine (4.5 g, 17 mM), 50% sodium hydride dispersion (870 mg, 17 mM) and dimethylsulphoxide (200 ml) was stirred for 24 hours at 50° C. under argon. The mixture was cooled to ambient temperature, poured onto water (700 ml) and extracted with ether (3×200 ml). The combined ether layers were extracted with 1N hydrochloric acid (3×50 ml), the acid layer basified and extracted with ether (2×200 ml). The organic phase was dried and the solv...